From a dataset of the Open Reaction Database (ORD), a public repository of structured organic reaction records. describe an organic reaction: reactants, conditions, products, and yield Reactants: Cl (HCl), ClC=1C=C(C=CC1)C(CNC(CC1=CC2=C(OC(O2)(C(=O)O)C(=O)O)C=C1)C)O (5-{2-[2-(3-chloro-phenyl)-2-hydroxy-ethylamino]-propyl}-benzo[1,3]dioxole-2,2-dicarboxylic acid), CC1(CCCCC1)CO (1-methylcyclohexyl-methanol), [K+].[Br-] (KBr). Yields the product CC1(CCCCC1)COC(=O)C1(OC2=C(O1)C=CC(=C2)C[C@@H](C)NC[C@H](O)C2=CC(=CC=C2)Cl)C(=O)OCC2(CCCCC2)C (5-{(2R)-2-[(2R)-2-(3-Chloro-phenyl)-2-hydroxy-ethylamino]-propyl}-benzo[1,3]dioxole-2,2-dicarboxylic aicd bis-(1-methyl-cyclohexylmethyl) ester). As a reaction SMILES: [Cl:1][C:2]1[CH:3]=[C:4]([CH:8]([OH:29])[CH2:9][NH:10][CH:11]([CH3:28])[CH2:12][C:13]2[CH:27]=[CH:26][C:16]3[O:17][C:18]([C:23]([OH:25])=[O:24])([C:20]([OH:22])=[O:21])[O:19][C:15]=3[CH:14]=2)[CH:5]=[CH:6][CH:7]=1.[CH3:30][C:31]1([CH2:37]O)[CH2:36][CH2:35][CH2:34][CH2:33][CH2:32]1.[K+].[Br-].Cl>>[CH3:30][C:31]1([CH2:37][O:24][C:23]([C:18]2([C:20]([O:22][CH2:30][C:31]3([CH3:37])[CH2:36][CH2:35][CH2:34][CH2:33][CH2:32]3)=[O:21])[O:17][C:16]3[CH:26]=[CH:27][C:13]([CH2:12][C@H:11]([NH:10][CH2:9][C@@H:8]([C:4]4[CH:5]=[CH:6][CH:7]=[C:2]([Cl:1])[CH:3]=4)[OH:29])[CH3:28])=[CH:14][C:15]=3[O:19]2)=[O:25])[CH2:36][CH2:35][CH2:34][CH2:33][CH2:32]1 |f:2.3|. Procedure: The title compound was prepared from 5-{2-[2-(3-chloro-phenyl)-2-hydroxy-ethylamino]-propyl}-benzo[1,3]dioxole-2,2-dicarboxylic acid and 1-methylcyclohexyl-methanol according to the procedure of Example 1 as an off-white solid; 1H NMR (DMSO-d6,400 MHz) δ 0.84 (s, 6H, CH3, CH3), 1.09 (d, J=6.4 Hz, 3H, CH3), 1.1-1.4 (m, 20H, cyclohexyl), 2.6 (m, 1H, CH), 3-3.3 (m, 3H, CH, CH2), 3.4 (brs, 1H, CH), 4.04 (s, 4H, OCH2, OCH2), 5.05 (m, 1H, CH), 6.35 (d, J=4.17 Hz, 1H, OH), 6.85 (dd, J=7.9, 1.32 Hz, 1H,... Yields the product C(C1=CC=CC=C1)OCCCl (2-benzyloxyethyl chloride). Reported procedure: To a solution of 2-benzyloxyethanol (11.7 g) and pyridine (6.08 g) in dichloromethane (50 ml) was added thionyl chloride (6.7 ml) under ice-cooling, and the resulting mixture was stirred at refluxing temperature for 2.5 hr. Ice-water was added to the reaction mixture, and the organic layer was washed with water and dried. The solvent was evaporated under reduced pressure, and the obtained residue was purified by silica gel column chromatography (chloroform) to give 10.3 g of 2-benzyloxyethyl chl... Run in ClCCl (dichloromethane). RXN SMILES: [CH2:1]([O:8][CH2:9][CH2:10]O)[C:2]1[CH:7]=[CH:6][CH:5]=[CH:4][CH:3]=1.N1C=CC=CC=1.S(Cl)([Cl:20])=O>ClCCl>[CH2:1]([O:8][CH2:9][CH2:10][Cl:20])[C:2]1[CH:7]=[CH:6][CH:5]=[CH:4][CH:3]=1. Starting materials: Ice water, C(C1=CC=CC=C1)OCCO (2-benzyloxyethanol), N1=CC=CC=C1 (pyridine), S(=O)(Cl)Cl (thionyl chloride). The reactants are CC1=C(C(=O)C2=C(C1=O)N3C[C@H]4[C@@H]([C@@]3([C@@H]2COC(=O)N)OC)N4)OC (Mitomycin A), C1=CC(=CC=C1N)O (p-aminophenol). Run in CO (methanol). Conditions: time 5 hour. Product: CC1=C(C(=O)C2=C(C1=O)N3CC4C([C@@]3([C@@H]2COC(=O)N)OC)N4)NC5=CC=C(C=C5)O (7-N-(p-hydroxyphenyl)-mitomycin C). Yield: 77.8%. As a reaction SMILES: [CH3:1][C:2]1[C:8](=[O:9])[C:7]2[N:10]3[C@@:14]([O:21][CH3:22])([C@H:15]([CH2:16][O:17][C:18]([NH2:20])=[O:19])[C:6]=2[C:4](=[O:5])[C:3]=1OC)[C@H:13]1[NH:23][C@H:12]1[CH2:11]3.[CH:26]1[C:31]([NH2:32])=[CH:30][CH:29]=[C:28]([OH:33])[CH:27]=1>CO>[CH3:1][C:2]1[C:8](=[O:9])[C:7]2[N:10]3[C@@:14]([O:21][CH3:22])([C@H:15]([CH2:16][O:17][C:18]([NH2:20])=[O:19])[C:6]=2[C:4](=[O:5])[C:3]=1[NH:32][C:31]1[CH:26]=[CH:27][C:28]([OH:33])=[CH:29][CH:30]=1)[CH:13]1[NH:23][CH:12]1[CH2:11]3. Procedure: Mitomycin A (1 g) and p-aminophenol (2 g) are added to methanol (100 ml) and the mixture is stirred for 5 hours at room temperature. After completion of the reaction, the reaction solution is concentrated under reduced pressure and then dried in vacuo. The dried product is then subjected to silica gel column chromatography developed by acetone-chloroform mixture (1:1) and recrystallized from an acetone-ether mixture to obtain a desired product (950 mg) in the form of green needle crystals with a... Reactants: B, CC(C)(C)OC(=O)N1C2CCC1CC(C(=O)O)(C1CCCCC1)C2, CSC, C1CCOC1. Product: CC(C)(C)OC(=O)N1C2CCC1CC(CO)(C1CCCCC1)C2. Reaction SMILES: [BH3:28].[C:1]([CH3:2])([CH3:3])([CH3:4])[O:5][C:6](=[O:7])[N:8]1[CH:9]2[CH2:10][C:11]([C:16](=[O:17])[OH:18])([CH:19]3[CH2:20][CH2:21][CH2:22][CH2:23][CH2:24]3)[CH2:12][CH:13]1[CH2:14][CH2:15]2.[CH3:25][S:26][CH3:27].[O:29]1[CH2:30][CH2:31][CH2:32][CH2:33]1>>[C:1]([CH3:2])([CH3:3])([CH3:4])[O:5][C:6](=[O:7])[N:8]1[CH:9]2[CH2:10][C:11]([CH2:16][OH:17])([CH:19]3[CH2:20][CH2:21][CH2:22][CH2:23][CH2:24]3)[CH2:12][CH:13]1[CH2:14][CH2:15]2.